describe an organic reaction: reactants, conditions, products, and yield From a dataset of the Open Reaction Database (ORD), a public repository of structured organic reaction records. Procedure: To a solution of 2,3-dichloro-6-nitrobenzaldehyde (7.62 g, 34.9 mmol) in tetrahydrofuran (75 mL) was added sodium borohydride (1.31 g, 34.9 mmol) followed by ethanol (1.75 mL), and the mixture was stirred for 1.5 hours. Saturated aqueous ammonium chloride (75 mL) was added, and the solution was extracted three times with EtOAc. The combined organic layers were dried (MgSO4) and then concentrated to give 2,3-dichloro-6-nitrobenzyl alcohol, as an oil which crystallised, 7.62 g (98%). Starting materials: ClC1=C(C=O)C(=CC=C1Cl)[N+](=O)[O-] (2,3-dichloro-6-nitrobenzaldehyde), [BH4-].[Na+] (sodium borohydride), [Cl-].[NH4+] (ammonium chloride), C(C)O (ethanol). Solvent: O1CCCC1 (tetrahydrofuran). As a reaction SMILES: [Cl:1][C:2]1[C:9]([Cl:10])=[CH:8][CH:7]=[C:6]([N+:11]([O-:13])=[O:12])[C:3]=1[CH:4]=[O:5].[BH4-].[Na+].C(O)C.[Cl-].[NH4+]>O1CCCC1>[Cl:1][C:2]1[C:9]([Cl:10])=[CH:8][CH:7]=[C:6]([N+:11]([O-:13])=[O:12])[C:3]=1[CH2:4][OH:5] |f:1.2,4.5|. Conditions: time 1.5 hour. The product is ClC1=C(CO)C(=CC=C1Cl)[N+](=O)[O-] (2,3-dichloro-6-nitrobenzyl alcohol). The reactants are [OH-].[Na+] (NaOH), Cl (HCl), C(C)OC(CC(=O)C1CC(N(CC1)C(=O)OC)CC1=CC=C(C=C1)S(=O)(=O)C)=O (Methyl 4-(3-ethoxy-3-oxopropanoyl)-2-(4-(methylsulfonyl)benzyl)piperidine-1-carboxylate), NO (Hydroxylamine). The solvent is O (water), O (water), C(C)(=O)OCC (ethyl acetate), CO (MeOH). Reaction conditions: temperature -30 celsius, time 20 minute. Yields the product CS(=O)(=O)C1=CC=C(CC2N(CCC(C2)C2=CC(NO2)=O)C(=O)OC)C=C1 (Methyl 2-(4-(methylsulfonyl)benzyl)-4-(3-oxo-2,3-dihydroisoxazol-5-yl)piperidine-1-carboxylate). Yield: 28.4%. Reaction SMILES: C([O:3][C:4](=O)[CH2:5][C:6]([CH:8]1[CH2:13][CH2:12][N:11]([C:14]([O:16][CH3:17])=[O:15])[CH:10]([CH2:18][C:19]2[CH:24]=[CH:23][C:22]([S:25]([CH3:28])(=[O:27])=[O:26])=[CH:21][CH:20]=2)[CH2:9]1)=[O:7])C.[OH-].[Na+].[NH2:32]O.Cl>CO.O.C(OCC)(=O)C>[CH3:28][S:25]([C:22]1[CH:23]=[CH:24][C:19]([CH2:18][CH:10]2[CH2:9][CH:8]([C:6]3[O:7][NH:32][C:4](=[O:3])[CH:5]=3)[CH2:13][CH2:12][N:11]2[C:14]([O:16][CH3:17])=[O:15])=[CH:20][CH:21]=1)(=[O:27])=[O:26] |f:1.2|. Procedure details: Methyl 4-(3-ethoxy-3-oxopropanoyl)-2-(4-(methylsulfonyl)benzyl)piperidine-1-carboxylate (3.99 g, 9.38 mmol) was dissolved in MeOH (70 mL) and cooled to −30° C. NaOH (0.375 g, 9.38 mmol) dissolved in water (7 mL) was added during 10 min and the resulting colourless solution continued to stir at −30° C. for 20 min. Hydroxylamine (50% by weight in water, 0.575 mL, 9.38 mmol) was added dropwise. The resulting solution was stirred at −30° C. for 30 min. The mixture was then transferred into a prewarm... Solvent: ClCCl (dichlormethane), ClCCl (dichlormethane), ClCCl (dichlormethane). Yield: 51.8%. RXN SMILES: [CH3:1][CH:2]1[CH:7]([CH3:8])[CH2:6][CH2:5][CH:4]([CH3:9])[CH:3]1[OH:10].[N:11]1[CH:16]=[CH:15]C=[CH:13][CH:12]=1.Cl[C:18](Cl)([O:20]C(=O)OC(Cl)(Cl)Cl)Cl.C(NCC)C>ClCCl>[CH3:1][CH:2]1[CH:7]([CH3:8])[CH2:6][CH2:5][CH:4]([CH3:9])[CH:3]1[O:10][C:18](=[O:20])[N:11]([CH2:12][CH3:13])[CH2:16][CH3:15]. Procedure: 4.27 g (30 mmol) of 2,3,6-trimethylcyclohexanol were placed with 110 ml dichlormethane in a 250 ml vessel at room temperature and 3.08 g (39 mmol) of pyridine were added. The reaction mixture was cooled to 0° C. and 3.56 g (12 mmol) of triphosgene in 15 ml dichlormethane were added dropwise. After five minutes 2.37 g (30 mmol) pyridine were added. Subsequently, 2.19 g (30 mmol) of diethylamine in 15 ml dichlormethane were added dropwise, the resulting mixture was allowed to come to ambient tempe... The product is CC1C(C(CCC1C)C)OC(N(CC)CC)=O (Diethyl-carbamic acid 2,3,6-trimethyl-cyclohexyl ester). Reactants: ClC(Cl)(OC(OC(Cl)(Cl)Cl)=O)Cl (triphosgene), C(C)NCC (diethylamine), N1=CC=CC=C1 (pyridine), N1=CC=CC=C1 (pyridine), CC1C(C(CCC1C)C)O (2,3,6-trimethylcyclohexanol). Run at temperature 0 celsius.